From a dataset of the Open Reaction Database (ORD), a public repository of structured organic reaction records. describe an organic reaction: reactants, conditions, products, and yield Reactants: Cn1c(=O)[nH]c(=O)c2[nH]c(Br)nc21, O=C([O-])[O-], CI, CN(C)C=O, [K+], [K+], O. Yields the product Cn1c(Br)nc2c1c(=O)[nH]c(=O)n2C. Reaction SMILES: [Br:1][c:2]1[n:3][c:4]2[n:5]([CH3:13])[c:6](=[O:12])[nH:7][c:8](=[O:11])[c:9]2[nH:10]1.[C:14](=[O:15])([O-:16])[O-:17].[CH3:20][I:21].[CH3:23][N:24]([CH3:25])[CH:26]=[O:27].[K+:18].[K+:19].[OH2:22]>>[Br:1][c:2]1[n:3][c:4]2[n:5]([CH3:13])[c:6](=[O:12])[nH:7][c:8](=[O:11])[c:9]2[n:10]1[CH3:14]. Starting materials: C[S-].[Na+] (sodium thiomethoxide), FC=1C=CC(=C(C(=O)NCC2CCN(CC2)C(C2=CC=CC=C2)C2=CC=CC=C2)C1)[N+](=O)[O-] (5-fluoro-2-nitro-N-[(1-diphenylmethylpiperidin-4-yl)methyl]benzamide), C[S-].[Na+] (sodium thiomethoxide). Solvent: CCOC(=O)C (AcOEt), CN(C)C=O (DMF), CN(C)C=O (DMF). Product: CSC=1C=CC(=C(C(=O)NCC2CCN(CC2)C(C2=CC=CC=C2)C2=CC=CC=C2)C1)[N+](=O)[O-] (5-methylthio-2-nitro-N-[(1-diphenylmethylpiperidin-4-yl)methyl]benzamide). As a reaction SMILES: F[C:2]1[CH:3]=[CH:4][C:5]([N+:31]([O-:33])=[O:32])=[C:6]([CH:30]=1)[C:7]([NH:9][CH2:10][CH:11]1[CH2:16][CH2:15][N:14]([CH:17]([C:24]2[CH:29]=[CH:28][CH:27]=[CH:26][CH:25]=2)[C:18]2[CH:23]=[CH:22][CH:21]=[CH:20][CH:19]=2)[CH2:13][CH2:12]1)=[O:8].[CH3:34][S-:35].[Na+]>CN(C=O)C.CCOC(C)=O>[CH3:34][S:35][C:2]1[CH:3]=[CH:4][C:5]([N+:31]([O-:33])=[O:32])=[C:6]([CH:30]=1)[C:7]([NH:9][CH2:10][CH:11]1[CH2:16][CH2:15][N:14]([CH:17]([C:24]2[CH:29]=[CH:28][CH:27]=[CH:26][CH:25]=2)[C:18]2[CH:23]=[CH:22][CH:21]=[CH:20][CH:19]=2)[CH2:13][CH2:12]1)=[O:8] |f:1.2|. Procedure details: Step 1): To a solution of 5-fluoro-2-nitro-N-[(1-diphenylmethylpiperidin-4-yl)methyl]benzamide (2.0 g, 4.46 mmol) in DMF (10 ml) was added dropwise a solution of sodium thiomethoxide (343 mg, 4.9 mmol) in DMF (10 ml) under stirring at room temperature. After the mixture was stirred overnight, an additional sodium thiomethoxide (34 mg, 0.49 mmol) was added to the mixture. The reaction mixture was diluted with AcOEt and washed twice with H2O. The organic layer was dried over MgSO4 and evaporated t... Starting materials: C1(CC1)C1=NN(C=N1)C1=NCC(N2C(C3=CC=CC(=C3CC2)B2OC(C(O2)(C)C)(C)C)=C1)=O (2-(3-cyclopropyl-1H-1,2,4-triazol-1-yl)-9-(4,4,5,5-tetramethyl-1,3,2-dioxaborolan-2-yl)-7,8-dihydro-[1,4]diazepino[7,1-a]isoquinolin-5(4H)-one), BrC1=NC=C(C=C1)F (2-bromo-5-fluoropyridine), aq. solution, C(=O)([O-])[O-].[Na+].[Na+] (Na2CO3). Reagents/catalysts: C1=CC=C(C=C1)P([C-]2C=CC=C2)C3=CC=CC=C3.C1=CC=C(C=C1)P([C-]2C=CC=C2)C3=CC=CC=C3.Cl[Pd]Cl.[Fe+2] (PdCl2(dppf)). The solvent is COCCOC (DME). Conditions: temperature 80 celsius. Product: C1(CC1)C1=NN(C=N1)C1=NCC(N2C(C3=CC=CC(=C3CC2)C2=NC=C(C=C2)F)=C1)=O (2-(3-cyclopropyl-1H-1,2,4-triazol-1-yl)-9-(5-fluoropyridin-2-yl)-7,8-dihydro-[1,4]diazepino[7,1-a]isoquinolin-5(4H)-one). The yield is 21.8%. Reaction SMILES: [CH:1]1([C:4]2[N:8]=[CH:7][N:6]([C:9]3[CH:32]=[C:14]4[C:15]5[C:20]([CH2:21][CH2:22][N:13]4[C:12](=[O:33])[CH2:11][N:10]=3)=[C:19](B3OC(C)(C)C(C)(C)O3)[CH:18]=[CH:17][CH:16]=5)[N:5]=2)[CH2:3][CH2:2]1.Br[C:35]1[CH:40]=[CH:39][C:38]([F:41])=[CH:37][N:36]=1.C([O-])([O-])=O.[Na+].[Na+]>COCCOC.C1C=CC(P(C2C=CC=CC=2)[C-]2C=CC=C2)=CC=1.C1C=CC(P(C2C=CC=CC=2)[C-]2C=CC=C2)=CC=1.Cl[Pd]Cl.[Fe+2]>[CH:1]1([C:4]2[N:8]=[CH:7][N:6]([C:9]3[CH:32]=[C:14]4[C:15]5[C:20]([CH2:21][CH2:22][N:13]4[C:12](=[O:33])[CH2:11][N:10]=3)=[C:19]([C:35]3[CH:40]=[CH:39][C:38]([F:41])=[CH:37][N:36]=3)[CH:18]=[CH:17][CH:16]=5)[N:5]=2)[CH2:3][CH2:2]1 |f:2.3.4,6.7.8.9|. Procedure: Example 133. A suspension of 2-(3-cyclopropyl-1H-1,2,4-triazol-1-yl)-9-(4,4,5,5-tetramethyl-1,3,2-dioxaborolan-2-yl)-7,8-dihydro-[1,4]diazepino[7,1-a]isoquinolin-5(4H)-one (95 mg, 0.21 mmol), 2-bromo-5-fluoropyridine (79 mg, 0.45 mmol) and PdCl2(dppf)*CH2Cl2 (17 mg, 0.021 mmol) in DME (2.1 mL) was treated with a 2M aq. solution of Na2CO3 (0.5 mL, 1.06 mmol). The mixture was heated to 80° C. for 13 h, the allowed to cool to RT and poured onto H2O. The mixture was extracted with DCM and the combin... Reactants: C(C)(C)(C)OC(=O)N1C(\C(\C2=CC=C(C=C12)Cl)=C/C1=CC(=CC=C1)Cl)=O (Z-6-chloro-3-(3-chloro-benzylidene)-2-oxo-2,3-dihydro-indole-1-carboxylic acid tert-butyl ester), C(C)(C)(C)OC(=O)N1CC(CC1)OC1=C(C=C(C=C1)I)C=NC(=C)O[Si](C)(C)C ((R/S)-1-[2-(1-tert-butoxycarbonyl-3-pyrrolidinyloxy)-5-iodo-phenyl]-3-trimethylsilyoxy-2-aza-1,3-butadiene). Run in C1(=CC=CC=C1)C (toluene). Product: 3R, C(C)(C)(C)OC(=O)N1CC(CC1)OC1=C(C=C(C=C1)I)C1NC(CC(C12C(NC1=CC(=CC=C12)Cl)=O)C1=CC(=CC=C1)Cl)=O (2′-[2-(1-tert-butoxycarbonyl-3-pyrrolidinyloxy)-5-iodo-phenyl]-6-chloro-4′-(3-chlorophenyl) spiro[3H-indole-3,3′-piperidine]-2,6′(1H)-dione). Isolated yield 23.9%. As a reaction SMILES: C(OC([N:8]1[C:16]2[C:11](=[CH:12][CH:13]=[C:14]([Cl:17])[CH:15]=2)/[C:10](=[CH:18]/[C:19]2[CH:24]=[CH:23][CH:22]=[C:21]([Cl:25])[CH:20]=2)/[C:9]1=[O:26])=O)(C)(C)C.[C:27]([O:31][C:32]([N:34]1[CH2:38][CH2:37][CH:36]([O:39][C:40]2[CH:45]=[CH:44][C:43]([I:46])=[CH:42][C:41]=2[CH:47]=[N:48][C:49]([O:51][Si](C)(C)C)=[CH2:50])[CH2:35]1)=[O:33])([CH3:30])([CH3:29])[CH3:28]>C1(C)C=CC=CC=1>[C:27]([O:31][C:32]([N:34]1[CH2:38][CH2:37][CH:36]([O:39][C:40]2[CH:45]=[CH:44][C:43]([I:46])=[CH:42][C:41]=2[CH:47]2[C:10]3([C:11]4[C:16](=[CH:15][C:14]([Cl:17])=[CH:13][CH:12]=4)[NH:8][C:9]3=[O:26])[CH:18]([C:19]3[CH:24]=[CH:23][CH:22]=[C:21]([Cl:25])[CH:20]=3)[CH2:50][C:49](=[O:51])[NH:48]2)[CH2:35]1)=[O:33])([CH3:30])([CH3:28])[CH3:29]. Procedure: In a manner similar to the method described in example 1e, E/Z-6-chloro-3-(3-chloro-benzylidene)-2-oxo-2,3-dihydro-indole-1-carboxylic acid tert-butyl ester prepared in example 5b (1.1 g, 2.8 mmol) was reacted with (R/S)-1-[2-(1-tert-butoxycarbonyl-3-pyrrolidinyloxy)-5-iodo-phenyl]-3-trimethylsilyoxy-2-aza-1,3-butadiene (5.3 g, 10 mmol) in toluene (30 mL) at 140° C. for 4 h to give racemic(2′R, 3R, 4′S)-2′-[2-(1-tert-butoxycarbonyl-3-pyrrolidinyloxy)-5-iodo-phenyl]-6-chloro-4′-(3-chlorophenyl) s... Reactants: COC(=O)C1=CC=C2C(CCOC2=C1)N (4-aminochromane-7-carboxylic acid methyl ester), C(C1=CC=CC=C1)OC(=O)Cl (benzyloxycarbonyl chloride). The product is COC(=O)C1=CC=C2C(CCOC2=C1)NC(=O)OCC1=CC=CC=C1 (4-(benzyloxycarbonylamino)chromane-7-carboxylic acid methyl ester). Reaction SMILES: [CH3:1][O:2][C:3]([C:5]1[CH:14]=[C:13]2[C:8]([CH:9]([NH2:15])[CH2:10][CH2:11][O:12]2)=[CH:7][CH:6]=1)=[O:4].[CH2:16]([O:23][C:24](Cl)=[O:25])[C:17]1[CH:22]=[CH:21][CH:20]=[CH:19][CH:18]=1>>[CH3:1][O:2][C:3]([C:5]1[CH:14]=[C:13]2[C:8]([CH:9]([NH:15][C:24]([O:23][CH2:16][C:17]3[CH:22]=[CH:21][CH:20]=[CH:19][CH:18]=3)=[O:25])[CH2:10][CH2:11][O:12]2)=[CH:7][CH:6]=1)=[O:4]. Procedure details: By a similar reaction operation as in Starting Material Synthetic Example 4 using 4-aminochromane-7-carboxylic acid methyl ester (1.4 g) and benzyloxycarbonyl chloride (2.0 ml), the objective 4-(benzyloxycarbonylamino)chromane-7-carboxylic acid methyl ester (1.9 g) was obtained as colorless crystals. The product is CN1CC(CCN2CCC(C(O)(c3ccccn3)c3ccccn3)CC2)OC1=O. The reactants are CCCCO, CN1CC(CCCl)OC1=O, [I-], [K+], OC(c1ccccn1)(c1ccccn1)C1CCNCC1, [Na+], [Na+], O=C([O-])[O-]. As a reaction SMILES: [CH2:39]([OH:40])[CH2:41][CH2:42][CH3:43].[Cl:21][CH2:22][CH2:23][CH:24]1[CH2:25][N:26]([CH3:30])[C:27](=[O:29])[O:28]1.[I-:38].[K+:37].[NH:1]1[CH2:2][CH2:3][CH:4]([C:7]([OH:8])([c:9]2[n:10][cH:11][cH:12][cH:13][cH:14]2)[c:15]2[n:16][cH:17][cH:18][cH:19][cH:20]2)[CH2:5][CH2:6]1.[Na+:31].[Na+:32].[O-:33][C:34](=[O:35])[O-:36]>>[N:1]1([CH2:22][CH2:23][CH:24]2[CH2:25][N:26]([CH3:30])[C:27](=[O:29])[O:28]2)[CH2:2][CH2:3][CH:4]([C:7]([OH:8])([c:9]2[n:10][cH:11][cH:12][cH:13][cH:14]2)[c:15]2[n:16][cH:17][cH:18][cH:19][cH:20]2)[CH2:5][CH2:6]1. Yields the product EtOAc hexanes, FC=1C=CC2=C(N3C(CO2)C(C(=N3)C(C)=O)(C3=CC=CC=C3)CCCO)C1 (1-[8-fluoro-3-(3-hydroxypropyl)-3-phenyl-3a,4-dihydro-3H-pyrazolo[5,1-c][1,4]benzoxazin-2-yl]ethanone). Solvent: C1CCOC1 (THF). Procedure details: 8-Fluoro-3-(3-hydroxypropyl)-N-methoxy-N-methyl-3-phenyl-3a,4-dihydro-3H-pyrazolo[5,1-c][1,4]benzoxazine-2-carboxamide (5-7; a racemic mixture, 2.6 g, 6.29 mmol) was dissolved in anhydrous THF (50 mL) and cooled to −78° C. Methyllithium (11.8 mL, 3M in diethylether, 18.9 mmol) was added and the reaction stirred to 25° C. Upon completion the reaction was quenched by the addition of NH4Cl (50 mL) and extracted with EtOAc (3×50 mL). The combined organic extracts were dried (MgSO4), filtered and con... Yield: 0.0%. Reaction conditions: temperature -78 celsius. RXN SMILES: [F:1][C:2]1[CH:3]=[CH:4][C:5]2[O:10][CH2:9][CH:8]3[C:11]([CH2:26][CH2:27][CH2:28][OH:29])([C:20]4[CH:25]=[CH:24][CH:23]=[CH:22][CH:21]=4)[C:12]([C:14](N(OC)C)=[O:15])=[N:13][N:7]3[C:6]=2[CH:30]=1.[CH3:31][Li]>C1COCC1>[F:1][C:2]1[CH:3]=[CH:4][C:5]2[O:10][CH2:9][CH:8]3[C:11]([CH2:26][CH2:27][CH2:28][OH:29])([C:20]4[CH:25]=[CH:24][CH:23]=[CH:22][CH:21]=4)[C:12]([C:14](=[O:15])[CH3:31])=[N:13][N:7]3[C:6]=2[CH:30]=1. The reactants are FC=1C=CC2=C(N3C(CO2)C(C(=N3)C(=O)N(C)OC)(C3=CC=CC=C3)CCCO)C1 (8-Fluoro-3-(3-hydroxypropyl)-N-methoxy-N-methyl-3-phenyl-3a,4-dihydro-3H-pyrazolo[5,1-c][1,4]benzoxazine-2-carboxamide), C[Li] (Methyllithium).